Dataset: the Open Reaction Database (ORD), a public repository of structured organic reaction records. Task: describe an organic reaction: reactants, conditions, products, and yield The reactants are α-azidomannose, [C@H]1([C@@H](O)[C@@H](O)[C@H](O)[C@H](O1)CO)F (α-mannosyl fluoride), [N-]=[N+]=[N-].[Na+] (sodium azide), syrup. Run in C(C)#N (acetonitrile). Yields the product [C@H]1([C@@H](O)[C@@H](O)[C@H](O)[C@H](O1)CO)N=[N+]=[N-] (α-D-mannopyranosyl azide). As a reaction SMILES: [C@H:1]1(F)[O:9][C@H:8]([CH2:10][OH:11])[C@@H:6]([OH:7])[C@H:4]([OH:5])[C@@H:2]1[OH:3].[N-:13]=[N+:14]=[N-:15].[Na+]>C(#N)C>[C@H:1]1([N:13]=[N+:14]=[N-:15])[O:9][C@H:8]([CH2:10][OH:11])[C@@H:6]([OH:7])[C@H:4]([OH:5])[C@@H:2]1[OH:3] |f:1.2|. Procedure: 12 g of α-mannosyl fluoride were heated with 4.7 g of sodium azide in 100 ml of acetonitrile for 80 hours at the reflux temperature. After the mixture had been worked up as in Example 1, 10.3 g of a syrup containing 92% of α-azidomannose were obtained. The reactants are CC1(CCC(CC1)OCCOC)C(=O)OCC(C)C (Isobutyl 1-methyl-4-(2-methoxyethoxy)cyclohexanecarboxylate), [OH-].[Na+] (sodium hydroxide). The solvent is O1CCOCC1 (1,4-dioxane). Run at temperature 100 celsius. The product is CC1(CCC(CC1)OCCOC)C(=O)O (1-Methyl-4-(2-methoxyethoxy)cyclohexanecarboxylic acid). As a reaction SMILES: [CH3:1][C:2]1([C:13]([O:15]CC(C)C)=[O:14])[CH2:7][CH2:6][CH:5]([O:8][CH2:9][CH2:10][O:11][CH3:12])[CH2:4][CH2:3]1.[OH-].[Na+]>O1CCOCC1>[CH3:1][C:2]1([C:13]([OH:15])=[O:14])[CH2:3][CH2:4][CH:5]([O:8][CH2:9][CH2:10][O:11][CH3:12])[CH2:6][CH2:7]1 |f:1.2|. Reported procedure: A mixture of isobutyl 1-methyl-4-(2-methoxyethoxy)cyclohexanecarboxylate (D68, 27 g, 49.6 mmol), 1,4-dioxane (100 mL) and 3M aqueous sodium hydroxide (100 mL, 300 mmol) was heated at 100° C. for 18 h then cooled and partitioned between water and diethyl ether. The aqueous phase was acidified and extracted with ethyl acetate to give the desired product. Unreacted starting material remained in the ether wash, so the ether was evaporated and the residue dissolved in a mixture of THF (100 mL), metha... The reactants are CO, CCOC(=O)C(C)(C)Sc1ccc2c(-c3ccc(Cl)cc3)noc2c1, [Na+], [OH-]. Product: CC(C)(Sc1ccc2c(-c3ccc(Cl)cc3)noc2c1)C(=O)O. RXN SMILES: [CH3:28][OH:29].[Cl:1][c:2]1[cH:3][cH:4][c:5](-[c:8]2[n:9][o:10][c:11]3[c:12]2[cH:13][cH:14][c:15]([S:17][C:18]([C:19](=[O:20])[O:21][CH2:22][CH3:23])([CH3:24])[CH3:25])[cH:16]3)[cH:6][cH:7]1.[Na+:27].[OH-:26]>>[Cl:1][c:2]1[cH:3][cH:4][c:5](-[c:8]2[n:9][o:10][c:11]3[c:12]2[cH:13][cH:14][c:15]([S:17][C:18]([C:19](=[O:20])[OH:21])([CH3:24])[CH3:25])[cH:16]3)[cH:6][cH:7]1. Starting materials: CC1(C)CC(N)c2cc(Br)ccc2N1, CC(C)(C)C[Mg+], [Cl-], [Cl-], [Cl-], C1CCOC1, [Zn+2]. Product: CC(C)(C)Cc1ccc2c(c1)C(N)CC(C)(C)N2. As a reaction SMILES: [Br:8][c:9]1[cH:10][c:11]2[c:16]([cH:17][cH:18]1)[NH:15][C:14]([CH3:19])([CH3:20])[CH2:13][CH:12]2[NH2:21].[CH2:2]([C:3]([CH3:4])([CH3:5])[CH3:6])[Mg+:7].[Cl-:1].[Cl-:27].[Cl-:28].[O:22]1[CH2:23][CH2:24][CH2:25][CH2:26]1.[Zn+2:29]>>[CH2:2]([C:3]([CH3:4])([CH3:5])[CH3:6])[c:9]1[cH:10][c:11]2[c:16]([cH:17][cH:18]1)[NH:15][C:14]([CH3:19])([CH3:20])[CH2:13][CH:12]2[NH2:21]. Starting materials: COc1cc(N)ccc1-c1nnc(-c2c(-c3ccccc3)noc2C)o1, CC(=O)Cl, CN(C)c1ccncc1, CC(C)NC(C)C, C1CCOC1. Yields the product COc1cc(NC(C)=O)ccc1-c1nnc(-c2c(-c3ccccc3)noc2C)o1. RXN SMILES: [CH3:1][O:2][c:3]1[cH:4][c:5]([NH2:26])[cH:6][cH:7][c:8]1-[c:9]1[o:10][c:11](-[c:14]2[c:15](-[c:20]3[cH:21][cH:22][cH:23][cH:24][cH:25]3)[n:16][o:17][c:18]2[CH3:19])[n:12][n:13]1.[CH3:34][C:35]([Cl:36])=[O:37].[CH3:43][N:44]([CH3:45])[c:46]1[cH:47][cH:48][n:49][cH:50][cH:51]1.[CH:27]([NH:28][CH:29]([CH3:30])[CH3:31])([CH3:32])[CH3:33].[O:38]1[CH2:39][CH2:40][CH2:41][CH2:42]1>>[CH3:1][O:2][c:3]1[cH:4][c:5]([NH:26][C:35]([CH3:34])=[O:37])[cH:6][cH:7][c:8]1-[c:9]1[o:10][c:11](-[c:14]2[c:15](-[c:20]3[cH:21][cH:22][cH:23][cH:24][cH:25]3)[n:16][o:17][c:18]2[CH3:19])[n:12][n:13]1. Reactants: CC(=O)O[BH-](OC(C)=O)OC(C)=O, O=C([O-])C(O)C(O)C(=O)[O-], C[N+](C)(C)C, CCC(O)C(C)C(=O)C(C)C(=O)N1C(=O)OCC1Cc1ccccc1, CC(=O)O, CC#N, [Na+], [Na+]. Yields the product CCC(O)C(C)C(O)C(C)C(=O)N1C(=O)OCC1Cc1ccccc1. RXN SMILES: [C:1]([O:2][BH-:3]([O:4][C:5](=[O:6])[CH3:7])[O:8][C:9](=[O:10])[CH3:11])(=[O:12])[CH3:13].[C:44]([CH:45]([CH:46]([C:47]([O-:48])=[O:49])[OH:50])[OH:51])([O-:52])=[O:53].[CH3:14][N+:15]([CH3:16])([CH3:17])[CH3:18].[CH3:19][CH:20]([C:21](=[O:22])[N:23]1[C:24](=[O:35])[O:25][CH2:26][CH:27]1[CH2:28][c:29]1[cH:30][cH:31][cH:32][cH:33][cH:34]1)[C:36]([CH:37]([CH:38]([CH2:39][CH3:40])[OH:41])[CH3:42])=[O:43].[CH3:56][C:57](=[O:58])[OH:59].[CH3:60][C:61]#[N:62].[Na+:54].[Na+:55]>>[CH3:19][CH:20]([C:21](=[O:22])[N:23]1[C:24](=[O:35])[O:25][CH2:26][CH:27]1[CH2:28][c:29]1[cH:30][cH:31][cH:32][cH:33][cH:34]1)[CH:36]([CH:37]([CH:38]([CH2:39][CH3:40])[OH:41])[CH3:42])[OH:43]. Reactants: C=Cc1cccc(C(O)C(C)(C)N2COC(C)=C(c3ccccc3)C2=O)c1, ClCCl, O=[Cr](=O)([O-])Cl, c1cc[nH+]cc1. Product: C=Cc1cccc(C(=O)C(C)(C)N2COC(C)=C(c3ccccc3)C2=O)c1. RXN SMILES: [CH3:1][C:2]1=[C:3]([c:22]2[cH:23][cH:24][cH:25][cH:26][cH:27]2)[C:4](=[O:21])[N:5]([C:8]([CH:9]([OH:10])[c:11]2[cH:12][c:13]([CH:17]=[CH2:18])[cH:14][cH:15][cH:16]2)([CH3:19])[CH3:20])[CH2:6][O:7]1.[Cl:39][CH2:40][Cl:41].[O:28]=[Cr:29]([Cl:30])([O-:31])=[O:32].[nH+:33]1[cH:34][cH:35][cH:36][cH:37][cH:38]1>>[CH3:1][C:2]1=[C:3]([c:22]2[cH:23][cH:24][cH:25][cH:26][cH:27]2)[C:4](=[O:21])[N:5]([C:8]([C:9](=[O:10])[c:11]2[cH:12][c:13]([CH:17]=[CH2:18])[cH:14][cH:15][cH:16]2)([CH3:19])[CH3:20])[CH2:6][O:7]1. The reactants are C(=O)(O)C1=CC=C(C=C1)NC(=S)N (4-carboxyphenylthiourea), ClCC(=O)CCl (1,3-dichloroacetone), NC1=NC(=C(C(=C1C#N)C1=CC=C(C=C1)OCC1OC(OC1)(C)C)C#N)S (2-Amino-4-{4-[(2,2-dimethyl-1,3-dioxolan-4-yl)methoxy]phenyl}-6-mercaptopyridine-3,5-dicarbonitrile), C([O-])(O)=O.[Na+] (sodium bicarbonate). Run in CN(C)C=O (DMF). Reaction conditions: temperature 100 celsius, time 60 minute. Product: NC1=C(C(=C(C(=N1)SCC=1N=C(SC1)NC1=CC=C(C(=O)O)C=C1)C#N)C1=CC=C(C=C1)OCC1OC(OC1)(C)C)C#N (4-[(4-{[(6-Amino-3,5-dicyano-4-{4-[(2,2-dimethyl-1,3-dioxolan-4-yl)methoxy]phenyl}pyridin-2-yl)thio]methyl}-1,3-thiazol-2-yl)amino]benzoic acid). RXN SMILES: [C:1]([C:4]1[CH:9]=[CH:8][C:7]([NH:10][C:11]([NH2:13])=[S:12])=[CH:6][CH:5]=1)([OH:3])=[O:2].Cl[CH2:15][C:16]([CH2:18]Cl)=O.[NH2:20][C:21]1[C:26]([C:27]#[N:28])=[C:25]([C:29]2[CH:34]=[CH:33][C:32]([O:35][CH2:36][CH:37]3[CH2:41][O:40][C:39]([CH3:43])([CH3:42])[O:38]3)=[CH:31][CH:30]=2)[C:24]([C:44]#[N:45])=[C:23]([SH:46])[N:22]=1.C(=O)(O)[O-].[Na+]>CN(C=O)C>[NH2:20][C:21]1[N:22]=[C:23]([S:46][CH2:18][C:16]2[N:13]=[C:11]([NH:10][C:7]3[CH:6]=[CH:5][C:4]([C:1]([OH:3])=[O:2])=[CH:9][CH:8]=3)[S:12][CH:15]=2)[C:24]([C:44]#[N:45])=[C:25]([C:29]2[CH:34]=[CH:33][C:32]([O:35][CH2:36][CH:37]3[CH2:41][O:40][C:39]([CH3:42])([CH3:43])[O:38]3)=[CH:31][CH:30]=2)[C:26]=1[C:27]#[N:28] |f:3.4|. Procedure: 177 mg (0.90 mmol) of 4-carboxyphenylthiourea and 111 mg (0.87 mmol) of 1,3-dichloroacetone are dissolved in 3 ml of DMF, and the reaction solution is stirred at 100° C. for 60 min. After cooling, 230 mg (0.60 mmol) of the compound from Example 3A and 151 mg (1.80 mmol) of sodium bicarbonate are added, and the mixture is stirred at RT for a further 16 h. The reaction mixture is purified directly by preparative HPLC chromatography (column: YMC GEL ODS-AQ S-5/15 μm; mobile phase gradient: acetonit... Reactants: NNC(=S)N (Thiosemicarbazide), O=C(CCC(=O)N)C1=CC=CC=C1 (4-oxo4-phenyl-butyramide), Cl (HCl), O (water). Run in CO (methanol). Yields the product NC(=S)NN=C(CCC(=O)N)C1=CC=CC=C1 (4-[(Aminothioxomethyl)-hydrazono]-4-phenylbutanamide). Yield: 75.0%. RXN SMILES: [NH2:1][NH:2][C:3]([NH2:5])=[S:4].O=[C:7]([C:13]1[CH:18]=[CH:17][CH:16]=[CH:15][CH:14]=1)[CH2:8][CH2:9][C:10]([NH2:12])=[O:11].Cl.O>CO>[NH2:5][C:3]([NH:2][N:1]=[C:7]([C:13]1[CH:18]=[CH:17][CH:16]=[CH:15][CH:14]=1)[CH2:8][CH2:9][C:10]([NH2:12])=[O:11])=[S:4]. Reported procedure: Thiosemicarbazide (1.38 g, 15.1 mmol) was added to a solution of 4-oxo4-phenyl-butyramide (1.63 g, 9.22 mmol), prepared in the previous step, in 50 ml of methanol plus 2.5 ml of 1 N HCl plus 2.5 ml of water and the reaction stirred at room temperature for 28 hours. The solid formed was collected by filtration and dried to give 1.73 g of a purple solid. Recrystallization of the solid from methanol gave the title compound (1.34 g, 58%) as a purple solid, mp 186-188° C. Reactants: BrCc1ccccc1, CCOC(=O)CS(C)(=O)=O, [H-], [Na+], CN(C)C=O. Yields the product CCOC(=O)C(Cc1ccccc1)S(C)(=O)=O. RXN SMILES: [Br:13][CH2:14][c:15]1[cH:16][cH:17][cH:18][cH:19][cH:20]1.[CH2:1]([CH3:2])[O:3][C:4]([CH2:5][S:6](=[O:7])(=[O:8])[CH3:9])=[O:10].[H-:11].[Na+:12].[O:21]=[CH:22][N:23]([CH3:24])[CH3:25]>>[CH2:1]([CH3:2])[O:3][C:4]([CH:5]([S:6](=[O:7])(=[O:8])[CH3:9])[CH2:14][c:15]1[cH:16][cH:17][cH:18][cH:19][cH:20]1)=[O:10].